Task: describe an organic reaction: reactants, conditions, products, and yield. Dataset: the Open Reaction Database (ORD), a public repository of structured organic reaction records Starting materials: CCOC(=N)c1ccc(OC)cc1, NC1CC1, ClCCl, Cl. The product is COc1ccc(C(=N)NC2CC2)cc1. As a reaction SMILES: [CH2:2]([O:3][C:5]([c:6]1[cH:7][cH:8][c:9]([O:12][CH3:13])[cH:10][cH:11]1)=[NH:14])[CH3:4].[CH:15]1([NH2:18])[CH2:16][CH2:17]1.[Cl:19][CH2:20][Cl:21].[ClH:1]>>[C:5]([c:6]1[cH:7][cH:8][c:9]([O:12][CH3:13])[cH:10][cH:11]1)(=[NH:14])[NH:18][CH:15]1[CH2:16][CH2:17]1. Starting materials: [BH4-].[Na+] (NaBH4), COC(CNC(CN(C)C(=O)OC(C)(C)C)=C=S)=O (N-[(N-Boc)(N-methyl)(1-thiocarbonyl)-2-aminoethyl]-glycine methyl ester), [BH4-].[Na+] (NaBH4). Solvent: C1CCOC1.CO (THF MeOH). Product: COC(CNCCN(C)C(=O)OC(C)(C)C)=O (N-[(N-Boc)(N-methyl)-2-aminoethyl]-glycine methyl ester). As a reaction SMILES: [CH3:1][O:2][C:3](=[O:19])[CH2:4][NH:5][C:6](=C=S)[CH2:7][N:8]([C:10]([O:12][C:13]([CH3:16])([CH3:15])[CH3:14])=[O:11])[CH3:9].[BH4-].[Na+]>C1COCC1.CO>[CH3:1][O:2][C:3](=[O:19])[CH2:4][NH:5][CH2:6][CH2:7][N:8]([C:10]([O:12][C:13]([CH3:15])([CH3:14])[CH3:16])=[O:11])[CH3:9] |f:1.2,3.4|. Reported procedure: To a suspension of the N-[(N-Boc)(N-methyl)(1-thiocarbonyl)-2-aminoethyl]-glycine methyl ester (2.67 g, 0.0097 mol) and NiCl26H2O (18.39 g, 0.077 mol) in THF:MeOH 1:1 (100 ml) at −20° C., NaBH4 (8.78 g, 0.23 mol) was slowly added so that the temperature did not exceed 0° C. After addition of the NaBH4, the reaction was allowed to go to room temperature. The reaction mixture was filtered several times through celite and evaporated to dryness. The product was isolated by column chromatography on s... The reactants are ClC1=C(C(=O)OC)C=CC=C1 (methyl 2-chlorobenzoate), COC1=CC=C(C=C1)CC(=O)O ((4-methoxyphenyl)acetic acid), ice, solution, C[Si](C)(C)[N-][Si](C)(C)C.[Na+] (NaHMDS), CCOCC (ether). Run in C1CCOC1 (THF), C1CCOC1 (THF), C1CCOC1 (THF). Conditions: temperature -60 celsius, time 30 minute. Yields the product ClC1=C(C=CC=C1)C(CC1=CC=C(C=C1)OC)=O (1-(2-Chlorophenyl)-2-(4-methoxyphenyl)ethanone). Yield: 16.0%. RXN SMILES: C[Si]([N-][Si](C)(C)C)(C)C.[Na+].[CH3:11][O:12][C:13]1[CH:18]=[CH:17][C:16]([CH2:19][C:20]([OH:22])=O)=[CH:15][CH:14]=1.[Cl:23][C:24]1[CH:33]=[CH:32][CH:31]=[CH:30][C:25]=1C(OC)=O.CCOCC>C1COCC1>[Cl:23][C:24]1[CH:33]=[CH:32][CH:31]=[CH:30][C:25]=1[C:20](=[O:22])[CH2:19][C:16]1[CH:15]=[CH:14][C:13]([O:12][CH3:11])=[CH:18][CH:17]=1 |f:0.1|. Procedure: 230 ml of a 2M solution of NaHMDS in THF are introduced under nitrogen in a 250 ml of THF. The solution is cooled to −60° C. and then 30.5 g of (4-methoxyphenyl)acetic acid in 120 ml of THF are added at this temperature. After 1 h 30 min at −60° C., 29.8 g of methyl 2-chlorobenzoate are added and the mixture is stirred at −60° C. for 45 min and then allowed to return to 0° C. The reaction medium is poured on to 500 ml of ice-cold 2N HCl, extraction is carried out with ether and the extract is wa... Reactants: C1(=CC=CC=C1)C(N1C=NC(=C1)CCCO)(C1=CC=CC=C1)C1=CC=CC=C1 (3-(1-triphenylmethyl-1H-imidazol-4-yl)propanol), BrCC=C (3-bromo-1-propene). Product: C(C=C)OCCCC=1N=CNC1 (3-(1H-Imidazol-4-yl)propyl 2-propenyl ether). Reaction SMILES: C1(C(C2C=CC=CC=2)(C2C=CC=CC=2)[N:8]2[CH:12]=[C:11]([CH2:13][CH2:14][CH2:15][OH:16])[N:10]=[CH:9]2)C=CC=CC=1.Br[CH2:30][CH:31]=[CH2:32]>>[CH2:32]([O:16][CH2:15][CH2:14][CH2:13][C:11]1[N:10]=[CH:9][NH:8][CH:12]=1)[CH:31]=[CH2:30]. Procedure: 5 mmol of 3-(1-triphenylmethyl-1H-imidazol-4-yl)propanol and 5 mmol of 3-bromo-1-propene are treated as described in Example 5. The title compound is crystallized in the form of the hydrogen oxalate from ethanol and diethyl ether. Starting materials: C(C)OC1=CC=C(\C=C/2\C(N(C(S2)=O)CCNC(C)=O)=O)C=C1 ((Z)—N-(2-(5-(4-ethoxybenzylidene)-2,4-dioxothiazolidin-3-yl)ethyl)acetamide), NCCN1C(S\C(\C1=O)=C/C1=CC=C(C=C1)OCC)=O ((Z)-3-(2-aminoethyl)-5-(4-ethoxybenzylidene)thiazolidine-2,4-dione), C(#N)C1=CC=C(C=C1)S(=O)(=O)Cl (4-cyano-benzenesulfonyl chloride), CCN(C(C)C)C(C)C (DIPEA). The product is C(#N)C1=CC=C(C=C1)S(=O)(=O)NCCN1C(S\C(\C1=O)=C/C1=CC=C(C=C1)OCC)=O ((Z)-4-cyano-N-(2-(5-(4-ethoxybenzylidene)-2,4-dioxothiazolidin-3-yl)ethyl)benzenesulfonamide). Reaction SMILES: [NH2:1][CH2:2][CH2:3][N:4]1[C:8](=[O:9])/[C:7](=[CH:10]/[C:11]2[CH:16]=[CH:15][C:14]([O:17][CH2:18][CH3:19])=[CH:13][CH:12]=2)/[S:6][C:5]1=[O:20].[C:21]([C:23]1[CH:28]=[CH:27][C:26]([S:29](Cl)(=[O:31])=[O:30])=[CH:25][CH:24]=1)#[N:22].CCN(C(C)C)C(C)C.C(OC1C=CC(/C=C2/C(=O)N(CCNC(=O)C)C(=O)S/2)=CC=1)C>>[C:21]([C:23]1[CH:24]=[CH:25][C:26]([S:29]([NH:1][CH2:2][CH2:3][N:4]2[C:8](=[O:9])/[C:7](=[CH:10]/[C:11]3[CH:16]=[CH:15][C:14]([O:17][CH2:18][CH3:19])=[CH:13][CH:12]=3)/[S:6][C:5]2=[O:20])(=[O:31])=[O:30])=[CH:27][CH:28]=1)#[N:22]. Procedure: The title compound 27b was prepared from compound 76 (101 mg, 0.25 mmol), 4-cyano-benzenesulfonyl chloride (55 mg, 0.28 mmol) and DIPEA (131 μL, 0.75 mmol) in a manner similar to that described for 25a in 92.0% (105 mg) yield as a light-yellow solid. Reactants: C(C)N(CC)CC1=CC=C(\C=N\C2=C3COC(C3=CC=C2)=O)C=C1 ((E)-4-(4-((diethylamino)methyl)benzylideneamino)isobenzofuran-1(3H)-one), CC1=CC=C(C=O)C=C1 (4-methylbenzaldehyde), [O-]CC.[Na+] (sodium ethoxide), C(C)O (ethanol). The solvent is C(CC)(=O)OCC (ethyl propionate). Conditions: temperature 0 celsius, time 3 hour. Yields the product C(C)N(CC)CC1=CC=C(C=C1)C1NC=2C=CC=C(C2C(C1C1=CC=C(C=C1)C)=O)C(=O)OCC (Ethyl 2-(4-((diethylamino)methyl)phenyl)-4-oxo-3-p-tolyl-1,2,3,4-tetrahydroquinoline-5-carboxylate). The yield is 34.0%. RXN SMILES: [CH2:1]([N:3]([CH2:6][C:7]1[CH:24]=[CH:23][C:10](/[CH:11]=[N:12]/[C:13]2[CH:21]=[CH:20][CH:19]=[C:18]3[C:14]=2[CH2:15][O:16][C:17]3=[O:22])=[CH:9][CH:8]=1)[CH2:4][CH3:5])[CH3:2].[CH3:25][C:26]1[CH:33]=[CH:32][C:29]([CH:30]=O)=[CH:28][CH:27]=1.[O-:34][CH2:35][CH3:36].[Na+].C(O)C>C(OCC)(=O)CC>[CH2:1]([N:3]([CH2:6][C:7]1[CH:24]=[CH:23][C:10]([CH:11]2[CH:25]([C:26]3[CH:33]=[CH:32][C:29]([CH3:30])=[CH:28][CH:27]=3)[C:35](=[O:34])[C:36]3[C:18]([C:17]([O:16][CH2:15][CH3:14])=[O:22])=[CH:19][CH:20]=[CH:21][C:13]=3[NH:12]2)=[CH:9][CH:8]=1)[CH2:4][CH3:5])[CH3:2] |f:2.3|. Procedure: A mixture of (E)-4-(4-((diethylamino)methyl)benzylideneamino)isobenzofuran-1(3H)-one (644 mg, 2 mmol) and 4-methylbenzaldehyde (240 mg, 2 mmol) in ethyl propionate (15 mL) was cooled to 0° C. Then a solution of sodium ethoxide in ethanol (sodium (138 mg, 6 mmol) in ethanol (5 mL)) was added dropwise. After the addition, the mixture was stirred at room temperature for 3 hr. The mixture was quenched with water (10 mL) and solvent was removed in vacuum. The residue was dissolved in water, and then ... Reactants: CN(C)C(=O)c1ccc(Br)cc1, COC(=O)C(C)(C)C1c2ccc(B3OC(C)(C)C(C)(C)O3)cc2Oc2ncccc21, [K+], [K+], [K+], CN(C)C=O, O=P([O-])([O-])[O-], c1ccc(P(c2ccccc2)(c2ccccc2)[Pd](P(c2ccccc2)(c2ccccc2)c2ccccc2)(P(c2ccccc2)(c2ccccc2)c2ccccc2)P(c2ccccc2)(c2ccccc2)c2ccccc2)cc1. Yields the product COC(=O)C(C)(C)C1c2ccc(-c3ccc(C(=O)N(C)C)cc3)cc2Oc2ncccc21. Reaction SMILES: [Br:31][c:32]1[cH:33][cH:34][c:35]([C:36](=[O:37])[N:38]([CH3:39])[CH3:40])[cH:41][cH:42]1.[CH3:1][C:2]([C:3](=[O:4])[O:5][CH3:6])([CH3:7])[CH:8]1[c:9]2[cH:10][cH:11][c:12]([B:22]3[O:23][C:24]([CH3:25])([CH3:26])[C:27]([CH3:28])([CH3:29])[O:30]3)[cH:13][c:14]2[O:15][c:16]2[n:17][cH:18][cH:19][cH:20][c:21]21.[K+:48].[K+:49].[K+:50].[O:51]=[CH:52][N:53]([CH3:54])[CH3:55].[P:43]([O-:44])([O-:45])([O-:46])=[O:47].[cH:56]1[cH:57][cH:58][c:59]([P:60]([Pd:61]([P:62]([c:63]2[cH:64][cH:65][cH:66][cH:67][cH:68]2)([c:69]2[cH:70][cH:71][cH:72][cH:73][cH:74]2)[c:75]2[cH:76][cH:77][cH:78][cH:79][cH:80]2)([P:81]([c:82]2[cH:83][cH:84][cH:85][cH:86][cH:87]2)([c:88]2[cH:89][cH:90][cH:91][cH:92][cH:93]2)[c:94]2[cH:95][cH:96][cH:97][cH:98][cH:99]2)[P:100]([c:101]2[cH:102][cH:103][cH:104][cH:105][cH:106]2)([c:107]2[cH:108][cH:109][cH:110][cH:111][cH:112]2)[c:113]2[cH:114][cH:115][cH:116][cH:117][cH:118]2)([c:119]2[cH:120][cH:121][cH:122][cH:123][cH:124]2)[c:125]2[cH:126][cH:127][cH:128][cH:129][cH:130]2)[cH:131][cH:132]1>>[CH3:1][C:2]([C:3](=[O:4])[O:5][CH3:6])([CH3:7])[CH:8]1[c:9]2[cH:10][cH:11][c:12](-[c:32]3[cH:33][cH:34][c:35]([C:36](=[O:37])[N:38]([CH3:39])[CH3:40])[cH:41][cH:42]3)[cH:13][c:14]2[O:15][c:16]2[n:17][cH:18][cH:19][cH:20][c:21]21. The reactants are ClC1=C(OC(C(=O)OCC)C2=CC=CC=C2)C=CC(=C1Cl)CCC(C=1SC(=CC1)C1=CC=C(C=C1)C(F)(F)F)=O (ethyl 2-(2,3-dichloro-4-(3-oxo-3-(5-(4-(trifluoromethyl)phenyl)thien-2-yl)propyl) phenoxy)-2-phenylacetate), [OH-].[Na+] (sodium hydroxide). Product: ClC1=C(OC(C(=O)O)C2=CC=CC=C2)C=CC(=C1Cl)CCC(C=1SC(=CC1)C1=CC=C(C=C1)C(F)(F)F)=O (2-(2,3-Dichloro-4-(3-oxo-3-(5-(4-(trifluoromethyl)phenyl)thien-2-yl)propyl)-phenoxy)-2-phenylacetic acid). Reaction SMILES: [Cl:1][C:2]1[C:20]([Cl:21])=[C:19]([CH2:22][CH2:23][C:24](=[O:40])[C:25]2[S:26][C:27]([C:30]3[CH:35]=[CH:34][C:33]([C:36]([F:39])([F:38])[F:37])=[CH:32][CH:31]=3)=[CH:28][CH:29]=2)[CH:18]=[CH:17][C:3]=1[O:4][CH:5]([C:11]1[CH:16]=[CH:15][CH:14]=[CH:13][CH:12]=1)[C:6]([O:8]CC)=[O:7].[OH-].[Na+]>>[Cl:1][C:2]1[C:20]([Cl:21])=[C:19]([CH2:22][CH2:23][C:24](=[O:40])[C:25]2[S:26][C:27]([C:30]3[CH:31]=[CH:32][C:33]([C:36]([F:37])([F:38])[F:39])=[CH:34][CH:35]=3)=[CH:28][CH:29]=2)[CH:18]=[CH:17][C:3]=1[O:4][CH:5]([C:11]1[CH:16]=[CH:15][CH:14]=[CH:13][CH:12]=1)[C:6]([OH:8])=[O:7] |f:1.2|. Reported procedure: 2-(2,3-Dichloro-4-(3-oxo-3-(5-(4-(trifluoromethyl)phenyl)thien-2-yl)propyl)-phenoxy)-2-phenylacetic acid is prepared from ethyl 2-(2,3-dichloro-4-(3-oxo-3-(5-(4-(trifluoromethyl)phenyl)thien-2-yl)propyl) phenoxy)-2-phenylacetate according to general procedure F using 20 equivalents of 2N sodium hydroxide solution.